Dataset: the Open Reaction Database (ORD), a public repository of structured organic reaction records. Task: describe an organic reaction: reactants, conditions, products, and yield The reactants are [BH4-].[Na+] (sodium borohydride), C(=O)C=1C=CC(=C(CNC(OC(C)(C)C)=O)C1)OC (t-butyl N-(5-formyl-2-methoxybenzyl)carbamate), O (water). Solvent: O1CCCC1 (tetrahydrofuran), C(C)O (ethanol). Conditions: time 8 hour. Yields the product OCC=1C=CC(=C(CNC(OC(C)(C)C)=O)C1)OC (t-Butyl N-[5-(hydroxymethyl)-2-methoxybenzyl]carbamate). The yield is 91.0%. RXN SMILES: [CH:1]([C:3]1[CH:4]=[CH:5][C:6]([O:18][CH3:19])=[C:7]([CH:17]=1)[CH2:8][NH:9][C:10](=[O:16])[O:11][C:12]([CH3:15])([CH3:14])[CH3:13])=[O:2].[BH4-].[Na+].O>C(O)C.O1CCCC1>[OH:2][CH2:1][C:3]1[CH:4]=[CH:5][C:6]([O:18][CH3:19])=[C:7]([CH:17]=1)[CH2:8][NH:9][C:10](=[O:16])[O:11][C:12]([CH3:15])([CH3:14])[CH3:13] |f:1.2|. Reported procedure: 1.8 g of t-butyl N-(5-formyl-2-methoxybenzyl)carbamate was dissolved in 12 ml of ethanol and 6 ml of tetrahydrofuran, and 0.15 g of sodium borohydride was added. After stirring at room temperature overnight, water was added and the mixture was extracted with ethyl acetate. The extract was dried over anhydrous magnesium sulfate, and the solvent was removed. The residue was purified by silica gel column chromatography, to give 1.65 g of the title compound from the 1:1 hexane-ethyl acetate fraction... The reactants are O=[N+]([O-])c1ccc(SCc2ccncc2)c(Br)c1, CCO, Cl, [Na+], [OH-], O, Cl[Sn]Cl. The product is Nc1ccc(SCc2ccncc2)c(Br)c1. RXN SMILES: [Br:1][c:2]1[c:3]([S:11][CH2:12][c:13]2[cH:14][cH:15][n:16][cH:17][cH:18]2)[cH:4][cH:5][c:6]([N+:8]([O-:9])=[O:10])[cH:7]1.[CH3:24][CH2:25][OH:26].[ClH:27].[Na+:23].[OH-:22].[OH2:28].[Sn:19]([Cl:20])[Cl:21]>>[Br:1][c:2]1[c:3]([S:11][CH2:12][c:13]2[cH:14][cH:15][n:16][cH:17][cH:18]2)[cH:4][cH:5][c:6]([NH2:8])[cH:7]1. The reactants are O (water), C(CCCCCCC)OC1=CC=C(C=C1)N1CCNCC1 (1-(4-n-Octyloxyphenyl)piperazine), C([O-])([O-])=O.[K+].[K+] (potassium carbonate), FC1=CC=C(C#N)C=C1 (p-fluorobenzonitrile). Solvent: C(C)(=O)OCC (ethyl acetate), CN(C=O)C (N,N-dimethyl-formamide). Conditions: temperature 160 celsius, time 5 hour. Yields the product C(CCCCCCC)OC1=CC=C(C=C1)N1CCN(CC1)C1=CC=C(C#N)C=C1 (4-[4-(4-n-Octyloxyphenyl)piperazin-1-yl]benzonitrile). Yield: 82.9%. Reaction SMILES: [CH2:1]([O:9][C:10]1[CH:15]=[CH:14][C:13]([N:16]2[CH2:21][CH2:20][NH:19][CH2:18][CH2:17]2)=[CH:12][CH:11]=1)[CH2:2][CH2:3][CH2:4][CH2:5][CH2:6][CH2:7][CH3:8].C(=O)([O-])[O-].[K+].[K+].F[C:29]1[CH:36]=[CH:35][C:32]([C:33]#[N:34])=[CH:31][CH:30]=1.O>CN(C)C=O.C(OCC)(=O)C>[CH2:1]([O:9][C:10]1[CH:11]=[CH:12][C:13]([N:16]2[CH2:21][CH2:20][N:19]([C:29]3[CH:36]=[CH:35][C:32]([C:33]#[N:34])=[CH:31][CH:30]=3)[CH2:18][CH2:17]2)=[CH:14][CH:15]=1)[CH2:2][CH2:3][CH2:4][CH2:5][CH2:6][CH2:7][CH3:8] |f:1.2.3|. Procedure: To a suspension of 1-(4-n-Octyloxyphenyl)piperazine (1 g) and potassium carbonate (0.476 g) in N,N-dimethyl-formamide (1 ml) was added p-fluorobenzonitrile (0.347 g), and stirred for 5 hours at 160° C. The reaction mixture was added to a mixture of water and ethyl acetate. The organic layer was taken, and dried over magnesium sulfate. The magnesium sulfate was filtered off, and the filtrate was evaporated under reduced pressure to give 4-[4-(4-n-Octyloxyphenyl)piperazin-1-yl]benzonitrile (0.93 g... Starting materials: CC(C)(C)OC(=O)CCCCCCCCCCBr, O=N[O-], [Na+], CN(C)C=O, Oc1cc(O)cc(O)c1. Product: CC(C)(C)OC(=O)CCCCCCCCCC[N+](=O)[O-]. As a reaction SMILES: [C:1]([CH3:2])([CH3:3])([CH3:4])[O:5][C:6]([CH2:7][CH2:8][CH2:9][CH2:10][CH2:11][CH2:12][CH2:13][CH2:14][CH2:15][CH2:16][Br:17])=[O:18].[N:19](=[O:20])[O-:21].[Na+:22].[O:32]=[CH:33][N:34]([CH3:35])[CH3:36].[OH:23][c:24]1[cH:25][c:26]([OH:27])[cH:28][c:29]([OH:30])[cH:31]1>>[C:1]([CH3:2])([CH3:3])([CH3:4])[O:5][C:6]([CH2:7][CH2:8][CH2:9][CH2:10][CH2:11][CH2:12][CH2:13][CH2:14][CH2:15][CH2:16][N+:19](=[O:20])[O-:21])=[O:18].